Dataset: the Open Reaction Database (ORD), a public repository of structured organic reaction records. Task: describe an organic reaction: reactants, conditions, products, and yield The reactants are CN1C(=NC2=C1C=C(C(=C2)C(CCCC)=O)C)CO (1,6-dimethyl-5-valeryl-benzimidazole-2-methanol), [Mn](=O)(=O)(=O)[O-].[K+] (potassium permanganate). The product is CN1C(=NC2=C1C=C(C(=C2)C(CCCC)=O)C)C(=O)O (1,6-dimethyl-5-valeryl-benzimidazole-2-carboxylic acid). As a reaction SMILES: [CH3:1][N:2]1[C:6]2[CH:7]=[C:8]([CH3:17])[C:9]([C:11](=[O:16])[CH2:12][CH2:13][CH2:14][CH3:15])=[CH:10][C:5]=2[N:4]=[C:3]1[CH2:18][OH:19].[Mn]([O-])(=O)(=O)=[O:21].[K+]>>[CH3:1][N:2]1[C:6]2[CH:7]=[C:8]([CH3:17])[C:9]([C:11](=[O:16])[CH2:12][CH2:13][CH2:14][CH3:15])=[CH:10][C:5]=2[N:4]=[C:3]1[C:18]([OH:21])=[O:19] |f:1.2|. Reported procedure: In a manner analogous to that described in Example 12, 4.7 g of 1,6-dimethyl-5-valeryl-benzimidazole-2-methanol are oxidised with 4.5 g of potassium permanganate to give 1,6-dimethyl-5-valeryl-benzimidazole-2-carboxylic acid with a melting point >88° (decomposition). Starting materials: C(C)OC(=O)C=1C(=C2C(=C(N1)Br)N(C(=C2Br)Br)CC2=CC=CC=C2)O (1-benzyl-2,3,7-tribromo-4-hydroxy-1H-pyrrolo[2,3-c]pyridine-5-carboxylic acid ethyl ester), C(#N)[Cu] (CuCN). The product is C(C)OC(=O)C=1C(=C2C(=C(N1)C#N)N(C(=C2Br)Br)CC2=CC=CC=C2)O (1-Benzyl-2,3-dibromo-7-cyano-4-hydroxy-1H-pyrrolo[2,3-c]pyridine-5-carboxylic acid ethyl ester). RXN SMILES: [CH2:1]([O:3][C:4]([C:6]1[C:7]([OH:25])=[C:8]2[C:15]([Br:16])=[C:14]([Br:17])[N:13]([CH2:18][C:19]3[CH:24]=[CH:23][CH:22]=[CH:21][CH:20]=3)[C:9]2=[C:10](Br)[N:11]=1)=[O:5])[CH3:2].[C:26]([Cu])#[N:27]>>[CH2:1]([O:3][C:4]([C:6]1[C:7]([OH:25])=[C:8]2[C:15]([Br:16])=[C:14]([Br:17])[N:13]([CH2:18][C:19]3[CH:24]=[CH:23][CH:22]=[CH:21][CH:20]=3)[C:9]2=[C:10]([C:26]#[N:27])[N:11]=1)=[O:5])[CH3:2]. Procedure details: Prepared in analogy to that of Example 105(a) from 1-benzyl-2,3,7-tribromo-4-hydroxy-1H-pyrrolo[2,3-c]pyridine-5-carboxylic acid ethyl ester and CuCN. The title compound, ESI MS (m/z): 478 (M+H)+. Reactants: CO (MeOH), C(=O)([O-])[O-].[K+].[K+] (K2CO3), N1=C(C=CC2=CC=CC=C12)COC=1C=C(CCl)C=CC1 (3-(2-quinolinylmethoxy)benzyl chloride), C(#N)C=1C(NC2=CC=C(C=C2C1)O)=O (3-cyano-6-hydroxy-1,2-dihydroquinolin-2-one). The reagents and catalysts are [Br-].C(CCC)[N+](CCCC)(CCCC)CCCC (tetra-n-butylammonium bromide). Solvent: CN(C)C=O (DMF). Conditions: time 24 hour. Product: C(#N)C=1C(NC2=CC=C(C=C2C1)OCC1=CC(=CC=C1)OCC1=NC2=CC=CC=C2C=C1)=O (3-cyano-6-[3-(2-quinolinylmethoxy)benzyloxy]-1,2-dihydroquinolin-2-one), powder. Isolated yield 4.7%. RXN SMILES: [N:1]1[C:10]2[C:5](=[CH:6][CH:7]=[CH:8][CH:9]=2)[CH:4]=[CH:3][C:2]=1[CH2:11][O:12][C:13]1[CH:14]=[C:15]([CH:18]=[CH:19][CH:20]=1)[CH2:16]Cl.[C:21]([C:23]1[C:24](=[O:34])[NH:25][C:26]2[C:31]([CH:32]=1)=[CH:30][C:29]([OH:33])=[CH:28][CH:27]=2)#[N:22].C([O-])([O-])=O.[K+].[K+].CO>CN(C=O)C.[Br-].C([N+](CCCC)(CCCC)CCCC)CCC>[C:21]([C:23]1[C:24](=[O:34])[NH:25][C:26]2[C:31]([CH:32]=1)=[CH:30][C:29]([O:33][CH2:16][C:15]1[CH:18]=[CH:19][CH:20]=[C:13]([O:12][CH2:11][C:2]3[CH:3]=[CH:4][C:5]4[C:10](=[CH:9][CH:8]=[CH:7][CH:6]=4)[N:1]=3)[CH:14]=1)=[CH:28][CH:27]=2)#[N:22] |f:2.3.4,7.8|. Reported procedure: 3-(2-quinolinylmethoxy)benzyl chloride (3.49 g, 12.3 mmol) was added to a solution of 2.45 g (12.3 mmol) of 3-cyano-6-hydroxy-1,2-dihydroquinolin-2-one in 100 ml of DMF, followed by the further addition of 2.04 g (14.8 mmol) of K2CO3 and 396 mg (1.23 mmol) of tetra-n-butylammonium bromide. The resulting mixture was stirred under an argon gas stream at room temperature for 24 hours. The reaction mixture was concentrated under reduced pressure, followed by the addition of CHCl3 --MeOH and water to... The reactants are CC(C)c1ccc(C(=O)CCC(=O)O)cc1, Cl, [K+], NN, [OH-], O, O. The product is CC(C)c1ccc(CCCC(=O)O)cc1. Reaction SMILES: [CH:1]([CH3:2])([CH3:3])[c:4]1[cH:5][cH:6][c:7]([C:10]([CH2:11][CH2:12][C:13](=[O:14])[OH:15])=[O:16])[cH:8][cH:9]1.[ClH:22].[K+:21].[NH2:18][NH2:19].[OH-:20].[OH2:17].[OH2:23]>>[CH:1]([CH3:2])([CH3:3])[c:4]1[cH:5][cH:6][c:7]([CH2:10][CH2:11][CH2:12][C:13](=[O:14])[OH:15])[cH:8][cH:9]1.